From a dataset of the Open Reaction Database (ORD), a public repository of structured organic reaction records. describe an organic reaction: reactants, conditions, products, and yield Starting materials: C(C)(C)(C)OC(NC=1N(C(C([C@@](N1)(C)C1=CC(=CC=C1)N)(C)C)=O)C)=O ([(R)-4-(3-amino-phenyl)-1,4,5,5-tetramethyl-6-oxo-1,4,5,6-tetrahydro-pyrimidin-2-yl]-carbamic acid tert-butyl ester), C(C)(C)(C)OC(NC=1N(C(C([C@@](N1)(C)C1=CC(=CC=C1)N)(C)C)=O)C)=O ([(R)-4-(3-amino-phenyl)-1,4,5,5-tetramethyl-6-oxo-1,4,5,6-tetrahydro-pyrimidin-2-yl]-carbamic acid tert-butyl ester), FC(C1(CC1)C(=O)O)(F)F (1-trifluoromethyl-cyclopropanecarboxylic acid). RXN SMILES: C(OC(=O)[NH:7][C:8]1[N:9]([CH3:25])[C:10](=[O:24])[C:11]([CH3:23])([CH3:22])[C@:12]([C:15]2[CH:20]=[CH:19][CH:18]=[C:17]([NH2:21])[CH:16]=2)([CH3:14])[N:13]=1)(C)(C)C.[F:27][C:28]([F:36])([F:35])[C:29]1([C:32](O)=[O:33])[CH2:31][CH2:30]1>>[NH2:7][C:8]1[N:9]([CH3:25])[C:10](=[O:24])[C:11]([CH3:22])([CH3:23])[C@:12]([C:15]2[CH:16]=[C:17]([NH:21][C:32]([C:29]3([C:28]([F:36])([F:35])[F:27])[CH2:31][CH2:30]3)=[O:33])[CH:18]=[CH:19][CH:20]=2)([CH3:14])[N:13]=1. Procedure details: The coupling of [(R)-4-(3-amino-phenyl)-1,4,5,5-tetramethyl-6-oxo-1,4,5,6-tetrahydro-pyrimidin-2-yl]-carbamic acid tert-butyl ester (intermediate F1) and 1-trifluoromethyl-cyclopropanecarboxylic acid followed by deprotection of the intermediate yielded the title compound as a white solid. MS (ESI): m/z=397.2 [M+H]+. Product: NC=1N(C(C([C@@](N1)(C)C=1C=C(C=CC1)NC(=O)C1(CC1)C(F)(F)F)(C)C)=O)C (1-Trifluoromethyl-cyclopropanecarboxylic acid [3-((R)-2-amino-1,4,5,5-tetramethyl-6-oxo-1,4,5,6-tetrahydro-pyrimidin-4-yl)-phenyl]-amide). Starting materials: ClS(=O)(=O)O (chlorosulfonic acid), C(C)OC=1C=C2CCN(CC2=CC1)C(C(F)(F)F)=O (1-(6-ethoxy-3,4-dihydro-1H-isoquinolin-2-yl)-2,2,2-trifluoro-ethanone). Run in ClCCl (dichloromethane). Conditions: time 8 hour. Product: C(C)OC=1C=C2CCN(CC2=CC1S(=O)(=O)Cl)C(C(F)(F)F)=O (6-Ethoxy-2-(2,2,2-trifluoro-ethanoyl)-1,2,3,4-tetrahydro-isoquinoline-7-sulfonyl chloride). Reaction SMILES: [Cl:1][S:2]([OH:5])(=O)=[O:3].[CH2:6]([O:8][C:9]1[CH:10]=[C:11]2[C:16](=[CH:17][CH:18]=1)[CH2:15][N:14]([C:19](=[O:24])[C:20]([F:23])([F:22])[F:21])[CH2:13][CH2:12]2)[CH3:7]>ClCCl>[CH2:6]([O:8][C:9]1[CH:10]=[C:11]2[C:16](=[CH:17][C:18]=1[S:2]([Cl:1])(=[O:5])=[O:3])[CH2:15][N:14]([C:19](=[O:24])[C:20]([F:21])([F:22])[F:23])[CH2:13][CH2:12]2)[CH3:7]. Procedure details: To a solution of chlorosulfonic acid (0.48 mL) in dichloromethane (5 mL) at 0° C. was added dropwise a solution of 1-(6-ethoxy-3,4-dihydro-1H-isoquinolin-2-yl)-2,2,2-trifluoro-ethanone (0.39 g, 1.43 mmol). The mixture was stirred at room temperature overnight before partitioning between water and dichloromethane. The organic layer was removed, dried over sodium sulfate, filtered and evaporated to dryness yielding the subtitled compound as a clear oil (0.34 g). 1H NMR δ (CDCl3) 1.46-1.63 (3H, t),...